From a dataset of the Open Reaction Database (ORD), a public repository of structured organic reaction records. describe an organic reaction: reactants, conditions, products, and yield Starting materials: CC(O)(c1ccc(O)cc1)c1ccc(Br)cc1, CCO, Cc1ccc(S(=O)(=O)O)cc1. Yields the product C=C(c1ccc(O)cc1)c1ccc(Br)cc1. Reaction SMILES: [Br:1][c:2]1[cH:3][cH:4][c:5]([C:8]([CH3:9])([OH:10])[c:11]2[cH:12][cH:13][c:14]([OH:17])[cH:15][cH:16]2)[cH:6][cH:7]1.[CH3:29][CH2:30][OH:31].[c:18]1([CH3:19])[cH:20][cH:21][c:22]([S:23]([OH:24])(=[O:25])=[O:26])[cH:27][cH:28]1>>[Br:1][c:2]1[cH:3][cH:4][c:5]([C:8](=[CH2:9])[c:11]2[cH:12][cH:13][c:14]([OH:17])[cH:15][cH:16]2)[cH:6][cH:7]1. The reactants are CO, O=C1NC(=O)C(c2cn3c4c(cccc24)CCC3)=C1c1c[nH]c2ccc(Br)cc12. The product is O=C1NC(=O)C(c2cn3c4c(cccc24)CCC3)C1c1c[nH]c2ccc(Br)cc12. As a reaction SMILES: [CH3:30][OH:31].[c:1]1([C:13]2=[C:17]([c:18]3[cH:19][nH:20][c:21]4[cH:22][cH:23][c:24]([Br:27])[cH:25][c:26]34)[C:16](=[O:28])[NH:15][C:14]2=[O:29])[cH:2][n:3]2[c:12]3[c:7]([cH:8][cH:9][cH:10][c:11]13)[CH2:6][CH2:5][CH2:4]2>>[c:1]1([CH:13]2[C:14](=[O:29])[NH:15][C:16](=[O:28])[CH:17]2[c:18]2[cH:19][nH:20][c:21]3[cH:22][cH:23][c:24]([Br:27])[cH:25][c:26]23)[cH:2][n:3]2[c:12]3[c:7]([cH:8][cH:9][cH:10][c:11]13)[CH2:6][CH2:5][CH2:4]2. The reactants are C1(=CC=CC=C1)N1C(CN(CC1)CC1=CC=CC=C1)C(=O)OCC (ethyl 1-phenyl-4-(phenylmethyl)-2-piperazinecarboxylate). The reagents and catalysts are [Pd] (Pd/C). The solvent is C(C)O (ethanol). Conditions: time 10 hour. Product: C1(=CC=CC=C1)N1C(CNCC1)C(=O)OCC (ethyl 1-phenyl-2-piperazinecarboxylate). Yield: 94.2%. As a reaction SMILES: [C:1]1([N:7]2[CH2:12][CH2:11][N:10](CC3C=CC=CC=3)[CH2:9][CH:8]2[C:20]([O:22][CH2:23][CH3:24])=[O:21])[CH:6]=[CH:5][CH:4]=[CH:3][CH:2]=1>[Pd].C(O)C>[C:1]1([N:7]2[CH2:12][CH2:11][NH:10][CH2:9][CH:8]2[C:20]([O:22][CH2:23][CH3:24])=[O:21])[CH:6]=[CH:5][CH:4]=[CH:3][CH:2]=1. Reported procedure: N-phenylethylenediamine (24.4 g, 0.18 mole) and benzylaldehyde (19.1 g, 0.18 mole) were mixed neat, let stand for 1 hour, diluted with Et2O, and dried over NA2SO4. Removal of the solvent under reduced pressure gave 34.5 g of the benzaldehyde imine. To 5.0 g (22.3 mmol) of the imine dissolved in 80 mL of ethanol was added 3.0 g of NaBH4 (78.9 mmol) portion-wise while stirring. After 3 hours at room temperature, all solvent was stripped under reduced pressure and the residue was dissolved in dilut... Reactants: CC1CN(C(=O)OC(C)(C)C)CC2Cc3cc(Br)c(CN(C(=O)OC(C)(C)C)C4CC4)nc3N12, [Li]C(C)(C)C, CN(C)C=O, Cc1ccccc1. The product is CC1CN(C(=O)OC(C)(C)C)CC2Cc3cc(C=O)c(CN(C(=O)OC(C)(C)C)C4CC4)nc3N12. Reaction SMILES: [C:1]([CH3:2])([CH3:3])([CH3:4])[O:5][C:6](=[O:7])[N:8]1[CH2:9][CH:10]2[CH2:11][c:12]3[cH:13][c:14]([Br:34])[c:15]([CH2:22][N:23]([CH:24]4[CH2:25][CH2:26]4)[C:27](=[O:28])[O:29][C:30]([CH3:31])([CH3:32])[CH3:33])[n:16][c:17]3[N:18]2[CH:19]([CH3:21])[CH2:20]1.[C:35]([Li:36])([CH3:37])([CH3:38])[CH3:39].[CH3:40][N:41]([CH:42]=[O:43])[CH3:44].[CH3:45][c:46]1[cH:47][cH:48][cH:49][cH:50][cH:51]1>>[C:1]([CH3:2])([CH3:3])([CH3:4])[O:5][C:6](=[O:7])[N:8]1[CH2:9][CH:10]2[CH2:11][c:12]3[cH:13][c:14]([CH:42]=[O:43])[c:15]([CH2:22][N:23]([CH:24]4[CH2:25][CH2:26]4)[C:27](=[O:28])[O:29][C:30]([CH3:31])([CH3:32])[CH3:33])[n:16][c:17]3[N:18]2[CH:19]([CH3:21])[CH2:20]1.